Dataset: the Open Reaction Database (ORD), a public repository of structured organic reaction records. Task: describe an organic reaction: reactants, conditions, products, and yield Reactants: O=P12OP3(=O)OP(=O)(O1)OP(=O)(O2)O3 (phosphoric anhydride), C(C1=CC=CC=C1)(=O)C=1C=C(C=CC1)CC(CC(=O)OCC)O (ethyl 4-(m-benzoyl-phenyl)-3-hydroxy-butyrate). Run in C=1(C(=CC=CC1)C)C (xylene). Product: C(C1=CC=CC=C1)(=O)C=1C=C(C=CC1)C=CCC(=O)OCC (ethyl 4-(m-benzoyl-phenyl)-3-butenoate). Reaction SMILES: O=P12OP3(OP(OP(O3)(O1)=O)(=O)O2)=O.[C:15]([C:23]1[CH:24]=[C:25]([CH2:29][CH:30](O)[CH2:31][C:32]([O:34][CH2:35][CH3:36])=[O:33])[CH:26]=[CH:27][CH:28]=1)(=[O:22])[C:16]1[CH:21]=[CH:20][CH:19]=[CH:18][CH:17]=1>C1(C)C(C)=CC=CC=1>[C:15]([C:23]1[CH:24]=[C:25]([CH:29]=[CH:30][CH2:31][C:32]([O:34][CH2:35][CH3:36])=[O:33])[CH:26]=[CH:27][CH:28]=1)(=[O:22])[C:16]1[CH:21]=[CH:20][CH:19]=[CH:18][CH:17]=1. Procedure: 315 mg of phosphoric anhydride were added to a solution of 1.12 g of ethyl 4-(m-benzoyl-phenyl)-3-hydroxy-butyrate in 20 ml of xylene and the mixture was refluxed for 2 hours and then cooled to room temperature. The organic phase was washed with water, then with an aqueous saturated sodium bicarbonate solution and then water, dried over sodium sulfate, treated with activated carbon, filtered and evaporated to dryness under reduced pressure. The residue was chromatographed over silica gel and was...